From a dataset of the Open Reaction Database (ORD), a public repository of structured organic reaction records. describe an organic reaction: reactants, conditions, products, and yield Reactants: NC=1C=CC(=NC1)OC (5-amino-2-methoxypyridine), C(=O)(Cl)Cl (phosgene), Cl.CN1CCN(CC1)C1=NC(=NC(=C1)C1=CC=C2CCNCC2=C1)N (4-(4-methylpiperazin-1-yl)-6-(1,2,3,4-tetrahydroisoquinolin-7-yl)pyrimidin-2-amine HCl salt). Yields the product NC1=NC(=CC(=N1)C1=CC=C2CCN(CC2=C1)C(=O)NC=1C=NC(=CC1)OC)N1CCN(CC1)C (7-[2-Amino-6-(4-methylpiperazin-1-yl)pyrimidin-4-yl]-N-(6-methoxypyridin-3-yl)-3,4-dihydroisoquinoline-2(1H)-carboxamide). As a reaction SMILES: [NH2:1][C:2]1[CH:3]=[CH:4][C:5]([O:8][CH3:9])=[N:6][CH:7]=1.[C:10](Cl)(Cl)=[O:11].Cl.[CH3:15][N:16]1[CH2:21][CH2:20][N:19]([C:22]2[CH:27]=[C:26]([C:28]3[CH:37]=[C:36]4[C:31]([CH2:32][CH2:33][NH:34][CH2:35]4)=[CH:30][CH:29]=3)[N:25]=[C:24]([NH2:38])[N:23]=2)[CH2:18][CH2:17]1>>[NH2:38][C:24]1[N:25]=[C:26]([C:28]2[CH:37]=[C:36]3[C:31]([CH2:32][CH2:33][N:34]([C:10]([NH:1][C:2]4[CH:7]=[N:6][C:5]([O:8][CH3:9])=[CH:4][CH:3]=4)=[O:11])[CH2:35]3)=[CH:30][CH:29]=2)[CH:27]=[C:22]([N:19]2[CH2:18][CH2:17][N:16]([CH3:15])[CH2:21][CH2:20]2)[N:23]=1 |f:2.3|. Procedure details: This compound was prepared by using procedures analogous to those described for the synthesis of Example 40 starting from 5-amino-2-methoxypyridine (Aldrich, Cat. #A61209), phosgene and 4-(4-methylpiperazin-1-yl)-6-(1,2,3,4-tetrahydroisoquinolin-7-yl)pyrimidin-2-amine HCl salt. Analytic LCMS (M+H)+: m/z=475.2. Starting materials: O=C([O-])O, ClCCl, [Na+], O=C(O)C(F)(F)F, CC(c1ccccc1)N1CCOC(C(=O)c2ccccc2)C1, c1ccc([SiH](c2ccccc2)c2ccccc2)cc1. Yields the product CC(c1ccccc1)N1CCOC(C(O)c2ccccc2)C1. As a reaction SMILES: [C:49](=[O:50])([OH:51])[O-:52].[Cl:54][CH2:55][Cl:56].[Na+:53].[OH:42][C:43]([C:44]([F:45])([F:46])[F:47])=[O:48].[c:1]1([C:7](=[O:8])[CH:9]2[O:10][CH2:11][CH2:12][N:13]([CH:15]([CH3:16])[c:17]3[cH:18][cH:19][cH:20][cH:21][cH:22]3)[CH2:14]2)[cH:2][cH:3][cH:4][cH:5][cH:6]1.[c:23]1([SiH:24]([c:25]2[cH:26][cH:27][cH:28][cH:29][cH:30]2)[c:31]2[cH:32][cH:33][cH:34][cH:35][cH:36]2)[cH:37][cH:38][cH:39][cH:40][cH:41]1>>[c:1]1([CH:7]([OH:8])[CH:9]2[O:10][CH2:11][CH2:12][N:13]([CH:15]([CH3:16])[c:17]3[cH:18][cH:19][cH:20][cH:21][cH:22]3)[CH2:14]2)[cH:2][cH:3][cH:4][cH:5][cH:6]1. The reactants are NC(=O)O, COCCOc1cc2ncnc(Oc3cccc(N)c3)c2cc1OC, CN(C)c1ccncc1, CCN(C(C)C)C(C)C, O=C(O)Nc1ccc(C(F)(F)F)c(F)c1. Product: COCCOc1cc2ncnc(Oc3cccc(NC(=O)Nc4ccc(C(F)(F)F)c(F)c4)c3)c2cc1OC. Reaction SMILES: [C:1](=[O:2])([OH:3])[NH2:4].[CH3:20][O:21][c:22]1[cH:23][c:24]2[c:25]([O:37][c:38]3[cH:39][c:40]([NH2:41])[cH:42][cH:43][cH:44]3)[n:26][cH:27][n:28][c:29]2[cH:30][c:31]1[O:32][CH2:33][CH2:34][O:35][CH3:36].[CH3:54][N:55]([c:56]1[cH:57][cH:58][n:59][cH:60][cH:61]1)[CH3:62].[CH:45]([N:46]([CH:47]([CH3:48])[CH3:49])[CH2:50][CH3:51])([CH3:52])[CH3:53].[F:5][c:6]1[cH:7][c:8]([NH:16][C:17]([OH:18])=[O:19])[cH:9][cH:10][c:11]1[C:12]([F:13])([F:14])[F:15]>>[F:5][c:6]1[cH:7][c:8]([NH:16][C:17](=[O:19])[NH:41][c:40]2[cH:39][c:38]([O:37][c:25]3[c:24]4[cH:23][c:22]([O:21][CH3:20])[c:31]([O:32][CH2:33][CH2:34][O:35][CH3:36])[cH:30][c:29]4[n:28][cH:27][n:26]3)[cH:44][cH:43][cH:42]2)[cH:9][cH:10][c:11]1[C:12]([F:13])([F:14])[F:15]. The reactants are NC(C(=O)OCC)C#N (ethyl α-aminocyanoacetate), C(OCC)([O-])[O-] (ethyl orthoformate), NC=1SC=C(N1)C (2-amino-4-methylthiazole). RXN SMILES: [NH2:1][CH:2]([C:8]#[N:9])[C:3]([O:5][CH2:6][CH3:7])=[O:4].C([O-])([O-])O[CH2:12][CH3:13].[NH2:16][C:17]1[S:18][CH:19]=[C:20](C)[N:21]=1>>[NH2:9][C:8]1[N:21]([C:17]2[S:18][CH:19]=[C:12]([CH3:13])[N:16]=2)[CH:20]=[N:1][C:2]=1[C:3]([O:5][CH2:6][CH3:7])=[O:4]. Product: NC1=C(N=CN1C=1SC=C(N1)C)C(=O)OCC (5-amino-4-ethoxycarbonyl-1-(4-methylthiazol-2-yl)imidazole). Reported procedure: The desired compound was synthesized following the procedures described in Reference Example 7 by using ethyl α-aminocyanoacetate, ethyl orthoformate and 2-amino-4-methylthiazole as raw materials. m.p.: 152° to 155° C.